From a dataset of the Open Reaction Database (ORD), a public repository of structured organic reaction records. describe an organic reaction: reactants, conditions, products, and yield Starting materials: BrBr (Bromine), C(C)OC(CC(C1=C(C=CC=C1)C)=O)=O (3-oxo-3-o-tolyl-propionic acid ethyl ester). The solvent is O1CCOCC1 (1,4-dioxane), COC(C)(C)C (tert-butyl methyl ether). Reaction conditions: time 1 hour. The product is C(C)OC(C(C(C1=C(C=CC=C1)C)=O)Br)=O (2-bromo-3-oxo-3-o-tolyl-propionic acid ethyl ester). The yield is 96.1%. As a reaction SMILES: [Br:1]Br.[CH2:3]([O:5][C:6](=[O:17])[CH2:7][C:8](=[O:16])[C:9]1[CH:14]=[CH:13][CH:12]=[CH:11][C:10]=1[CH3:15])[CH3:4]>O1CCOCC1.COC(C)(C)C>[CH2:3]([O:5][C:6](=[O:17])[CH:7]([Br:1])[C:8](=[O:16])[C:9]1[CH:14]=[CH:13][CH:12]=[CH:11][C:10]=1[CH3:15])[CH3:4]. Procedure: Bromine (1.65 g, 10.3 mmol, 1.03 equiv) was added drop-wise to a stirred solution of 3-oxo-3-o-tolyl-propionic acid ethyl ester (2.06 g, 10.0 mmol, 1.0 equiv) in 1,4-dioxane (25 mL) at ambient temperature. The mixture was stirred for 1 hour and then diluted with tert-butyl methyl ether (50 mL). The resultant solution was washed sequentially with water, aqueous potassium carbonate solution and saturated aqueous sodium chloride solution. The collected organic was dried over magnesium sulphate, fil... The reactants are C(C)(C)(C)OC(=O)N1CC(C1)NC=1C=C2N3C(C(N(N=C3COC2=CC1C(F)(F)F)COCC[Si](C)(C)C)=O)C (3-[4-methyl-3-oxo-7-trifluoromethyl-2-(2-trimethylsilanyl-ethoxymethyl)-2,3,4,10-tetrahydro-9-oxa-1,2,4a-triaza-phenanthren-6-ylamino]-azetidine-1-carboxylic acid tert-butyl ester), CCCC[N+](CCCC)(CCCC)CCCC.[F-] (TBAF). The solvent is C1CCOC1 (THF). Yields the product C(C)(C)(C)OC(=O)N1CC(C1)NC=1C=C2N3[C@H](C(NN=C3COC2=CC1C(F)(F)F)=O)C (3-(4(S)-methyl-3-oxo-7-trifluoromethyl-2,3,4,10-tetrahydro-9-oxa-1,2,4a-triaza-phenanthren-6-ylamino)-azetidine-1-carboxylic acid tert-butyl ester), C(C)(C)(C)OC(=O)N1CC(C1)NC=1C=C2N3[C@@H](C(NN=C3COC2=CC1C(F)(F)F)=O)C (3-(4(R)-methyl-3-oxo-7-trifluoromethyl-2,3,4,10-tetrahydro-9-oxa-1,2,4a-triaza-phenanthren-6-ylamino)-azetidine-1-carboxylic acid tert-butyl ester). Yield: 21.0%. RXN SMILES: [C:1]([O:5][C:6]([N:8]1[CH2:11][CH:10]([NH:12][C:13]2[CH:14]=[C:15]3[C:24](=[CH:25][C:26]=2[C:27]([F:30])([F:29])[F:28])[O:23][CH2:22][C:21]2[N:16]3[CH:17]([CH3:40])[C:18](=[O:39])[N:19](COCC[Si](C)(C)C)[N:20]=2)[CH2:9]1)=[O:7])([CH3:4])([CH3:3])[CH3:2].CCCC[N+](CCCC)(CCCC)CCCC.[F-]>C1COCC1>[C:1]([O:5][C:6]([N:8]1[CH2:9][CH:10]([NH:12][C:13]2[CH:14]=[C:15]3[C:24](=[CH:25][C:26]=2[C:27]([F:29])([F:28])[F:30])[O:23][CH2:22][C:21]2[N:16]3[C@@H:17]([CH3:40])[C:18](=[O:39])[NH:19][N:20]=2)[CH2:11]1)=[O:7])([CH3:4])([CH3:2])[CH3:3].[C:1]([O:5][C:6]([N:8]1[CH2:9][CH:10]([NH:12][C:13]2[CH:14]=[C:15]3[C:24](=[CH:25][C:26]=2[C:27]([F:29])([F:28])[F:30])[O:23][CH2:22][C:21]2[N:16]3[C@H:17]([CH3:40])[C:18](=[O:39])[NH:19][N:20]=2)[CH2:11]1)=[O:7])([CH3:4])([CH3:2])[CH3:3] |f:1.2|. Procedure details: To a solution of 3-[4-methyl-3-oxo-7-trifluoromethyl-2-(2-trimethylsilanyl-ethoxymethyl)-2,3,4,10-tetrahydro-9-oxa-1,2,4a-triaza-phenanthren-6-ylamino]-azetidine-1-carboxylic acid tert-butyl ester (1.6 g, 2.73 mmol) in THF (5 mL) was added a solution of TBAF (1 M in THF, 4.1 mL, 4.1 mmol). The reaction mixture was heated at reflux for 3 days then cooled to ambient temperature. The solvent was removed in vacuo and the residue was purified by chiral SFC separation (Table 2, Method 2) to give 3-(4(...